Dataset: the Open Reaction Database (ORD), a public repository of structured organic reaction records. Task: describe an organic reaction: reactants, conditions, products, and yield The reactants are CC(C)(C)OC(=O)NCC1Cc2ccc(OCc3ccccc3)cc2C1, CO, [H][H]. Product: CC(C)(C)OC(=O)NCC1Cc2ccc(O)cc2C1. Reaction SMILES: [CH2:1]([c:2]1[cH:3][cH:4][cH:5][cH:6][cH:7]1)[O:8][c:9]1[cH:10][c:11]2[c:15]([cH:16][cH:17]1)[CH2:14][CH:13]([CH2:18][NH:19][C:20](=[O:21])[O:22][C:23]([CH3:24])([CH3:25])[CH3:26])[CH2:12]2.[CH3:29][OH:30].[H:27][H:28]>>[OH:8][c:9]1[cH:10][c:11]2[c:15]([cH:16][cH:17]1)[CH2:14][CH:13]([CH2:18][NH:19][C:20](=[O:21])[O:22][C:23]([CH3:24])([CH3:25])[CH3:26])[CH2:12]2.